Dataset: the Open Reaction Database (ORD), a public repository of structured organic reaction records. Task: describe an organic reaction: reactants, conditions, products, and yield The reactants are ClCC(=O)Cl (chloroacetyl chloride), C(C1=CC=CC=C1)NCC(O)C1(OCCO1)C (2-(2-benzylamino-1-hydroxyethyl)-2-methyl-1,3-dioxolane), [OH-].[Na+] (sodium hydroxide). Run in O1CCCC1 (tetrahydrofuran), O1CCCC1 (tetrahydrofuran), O (water). The product is C(C1=CC=CC=C1)N(C(CCl)=O)CC(O)C1(OCCO1)C (2-[2-(N-benzyl-N-chloroacetylamino)-1-hydroxyethyl]-2-methyl-1,3-dioxolane). Reaction SMILES: [CH2:1]([NH:8][CH2:9][CH:10]([C:12]1([CH3:17])[O:16][CH2:15][CH2:14][O:13]1)[OH:11])[C:2]1[CH:7]=[CH:6][CH:5]=[CH:4][CH:3]=1.[Cl:18][CH2:19][C:20](Cl)=[O:21].[OH-].[Na+]>O1CCCC1.O>[CH2:1]([N:8]([CH2:9][CH:10]([C:12]1([CH3:17])[O:13][CH2:14][CH2:15][O:16]1)[OH:11])[C:20](=[O:21])[CH2:19][Cl:18])[C:2]1[CH:3]=[CH:4][CH:5]=[CH:6][CH:7]=1 |f:2.3|. Reported procedure: To a solution of 2-(2-benzylamino-1-hydroxyethyl)-2-methyl-1,3-dioxolane (5.55 g) in a mixture of tetrahydrofuran (50 ml) and water (50 ml) was added a solution of chloroacetyl chloride (1.9 ml) in tetrahydrofuran (4 ml) under ice-cooling with stirring, while keeping the pH between 8.5 and 9.5 with 4N aqueous sodium hydroxide. After stirring for one hour, the mixture was extracted with ethyl acetate (150 ml), washed with brine (50 ml), dried over magnesium sulfate, and concentrated under reduced...